This data is from the Open Reaction Database (ORD), a public repository of structured organic reaction records. The task is: describe an organic reaction: reactants, conditions, products, and yield Reactants: [H-].[Na+] (sodium hydride), C(C)(C)(C)OC(=O)N1[C@H](C[C@H](C1)O[Si](C)(C)C(C)(C)C)CC[N+](=O)[O-] ((2S,4R)-N-tert-butoxycarbonyl-4-tert-butyldimethylsiloxy-2-(2-nitroethyl)pyrrolidine), [Mn](=O)(=O)(=O)[O-].[K+] (potassium permanganate), B(O)(O)O (boric acid), O.O.O.O.O.S(=S)(=O)([O-])[O-].[Na+].[Na+] (sodium thiosulfate pentahydrate), S(O)(O)(=O)=O (sulfuric acid). Solvent: C(C)(C)(C)O (tert-butylalcohol), C(C)(C)(C)O (tert-butylalcohol), CCCCCCC (heptane), O (water), O (water), O (water). Reaction conditions: time 20 minute. Yields the product C(C)(C)(C)OC(=O)N1[C@@H](C[C@H](C1)O[Si](C)(C)C(C)(C)C)CC=O ((2S,4R)-N-tert-butoxycarbonyl-4-tert-butyldimethylsiloxy-2-(formylmethyl)pyrrolidine). Yield: 63.7%. RXN SMILES: [H-].[Na+].[C:3]([O:7][C:8]([N:10]1[CH2:14][C@H:13]([O:15][Si:16]([C:19]([CH3:22])([CH3:21])[CH3:20])([CH3:18])[CH3:17])[CH2:12][C@@H:11]1[CH2:23][CH2:24][N+]([O-])=O)=[O:9])([CH3:6])([CH3:5])[CH3:4].[Mn]([O-])(=O)(=O)=[O:29].[K+].B(O)(O)O.O.O.O.O.O.S([O-])([O-])(=O)=S.[Na+].[Na+].S(=O)(=O)(O)O>C(O)(C)(C)C.O.CCCCCCC>[C:3]([O:7][C:8]([N:10]1[CH2:14][C@H:13]([O:15][Si:16]([C:19]([CH3:22])([CH3:21])[CH3:20])([CH3:18])[CH3:17])[CH2:12][C@H:11]1[CH2:23][CH:24]=[O:29])=[O:9])([CH3:6])([CH3:5])[CH3:4] |f:0.1,3.4,6.7.8.9.10.11.12.13|. Procedure details: To 60% sodium hydride (2.56 g, 64 mmol), tert-butylalcohol (50 ml) was added in a nitrogen stream at room temperature and the mixture was stirred for 20 minutes. To this mixture, a solution of (2S,4R)-N-tert-butoxycarbonyl-4-tert-butyldimethylsiloxy-2-(2-nitroethyl)pyrrolidine (11.8 g, 32 mmol) in tert-butylalcohol (30 ml) was added at room temperature. After stirring for 20 minutes, the mixture was added to precooled heptane (1 l) in an ice-bath and further stirred for to minutes at 0° C.. To t... Starting materials: ice water, C(CCCC)C1=CC=C(C=O)C=C1 (4-pentylbenzaldehyde), C(C)OP(=O)(OCC)CC(=O)OCC (ethyl diethylphosphonoacetate), [H-].[Na+] (sodium hydride). The solvent is C1CCOC1 (THF). Run at time 12 hour. Yields the product C(CCCC)C1=CC=C(C=C1)/C=C/C(=O)OCC (Ethyl (2E)-3-(4-pentylphenyl)propenoate). Yield: 100.0%. As a reaction SMILES: [CH2:1]([C:6]1[CH:13]=[CH:12][C:9]([CH:10]=O)=[CH:8][CH:7]=1)[CH2:2][CH2:3][CH2:4][CH3:5].C(OP([CH2:22][C:23]([O:25][CH2:26][CH3:27])=[O:24])(OCC)=O)C.[H-].[Na+]>C1COCC1>[CH2:1]([C:6]1[CH:13]=[CH:12][C:9](/[CH:10]=[CH:22]/[C:23]([O:25][CH2:26][CH3:27])=[O:24])=[CH:8][CH:7]=1)[CH2:2][CH2:3][CH2:4][CH3:5] |f:2.3|. Reported procedure: To a solution of 4-pentylbenzaldehyde (25 g, 142 mmol) and ethyl diethylphosphonoacetate (30 ml, 150 mmol) in THF was added sodium hydride (60%, 6 g, 150 mmol), and the mixture was stirred at room temperature for 12 hours and poured into ice water. The reaction mixture was extracted with ethyl acetate. The organic layer was washed with saturated brine and dried over magnesium sulfate anhydride, and the solvent was removed under reduced pressure to give the object compound as an oily substance. 3...